This data is from the Open Reaction Database (ORD), a public repository of structured organic reaction records. The task is: describe an organic reaction: reactants, conditions, products, and yield Reactants: CC(C)(C)OC(=O)N1CCC(=O)CC1, CC(C)(C)O, C[S+](C)CCCl, ClCCl, [I-], O. Yields the product CC(C)(C)OC(=O)N1CCC(=O)C2(CC2)C1. As a reaction SMILES: [C:1]([CH3:2])([CH3:3])([CH3:4])[O:5][C:6](=[O:7])[N:8]1[CH2:9][CH2:10][C:11](=[O:14])[CH2:12][CH2:13]1.[C:26]([OH:27])([CH3:28])([CH3:29])[CH3:30].[Cl:16][CH2:17][CH2:18][S+:19]([CH3:20])[CH3:21].[Cl:23][CH2:24][Cl:25].[I-:15].[OH2:22]>>[C:1]([CH3:2])([CH3:3])([CH3:4])[O:5][C:6](=[O:7])[N:8]1[CH2:9][CH2:10][C:11](=[O:14])[C:12]2([CH2:13]1)[CH2:17][CH2:18]2. The reactants are CCOC(=O)c1c(O)cc(C(F)(F)F)nc1O, Cl. Yields the product Oc1cc(O)nc(C(F)(F)F)c1. RXN SMILES: [CH2:1]([O:2][C:3](=[O:4])[c:5]1[c:6]([OH:16])[n:7][c:8]([C:12]([F:13])([F:14])[F:15])[cH:9][c:10]1[OH:11])[CH3:17].[ClH:18]>>[cH:5]1[c:6]([OH:16])[n:7][c:8]([C:12]([F:13])([F:14])[F:15])[cH:9][c:10]1[OH:11]. Starting materials: C1CCNC1, C1CCOC1, CC(=O)O, CO, O=Cc1ccc2nc(N3CCN(C4CC4)CC3)sc2c1. Yields the product c1cc2nc(N3CCN(C4CC4)CC3)sc2cc1CN1CCCC1. RXN SMILES: [CH2:21]1[CH2:22][CH2:23][NH:24][CH2:25]1.[CH2:32]1[O:33][CH2:34][CH2:35][CH2:36]1.[CH3:26][C:27](=[O:28])[OH:29].[CH3:30][OH:31].[CH:1]1([N:4]2[CH2:5][CH2:6][N:7]([c:10]3[s:11][c:12]4[c:13]([n:14]3)[cH:15][cH:16][c:17]([CH:19]=[O:20])[cH:18]4)[CH2:8][CH2:9]2)[CH2:2][CH2:3]1>>[CH:1]1([N:4]2[CH2:5][CH2:6][N:7]([c:10]3[s:11][c:12]4[c:13]([n:14]3)[cH:15][cH:16][c:17]([CH2:19][N:24]3[CH2:23][CH2:22][CH2:21][CH2:25]3)[cH:18]4)[CH2:8][CH2:9]2)[CH2:2][CH2:3]1.